From a dataset of the Open Reaction Database (ORD), a public repository of structured organic reaction records. describe an organic reaction: reactants, conditions, products, and yield The reactants are S1CCOCC1 (1,4-Thioxane), C(C)(C)N(C(C)C)CC (N,N-diisopropylethylamine), ClC=1C=C(CN2CC(OCC2)CNC(OC2=CC=C(C=C2)[N+](=O)[O-])=O)C=CC1Cl (4-Nitrophenyl [4-(3,4-dichlorobenzyl)morpholin-2-yl]methylcarbamate). Run in ClCCl (dichloromethane). Reaction conditions: temperature 23 celsius, time 16 hour. The product is ClC=1C=C(CN2CC(OCC2)CNC(=O)N2CCSCC2)C=CC1Cl (N-{[4-(3,4-dichlorobenzyl)morpholin-2-yl]methyl}thiomorpholine-4-carboxamide). RXN SMILES: [S:1]1[CH2:6][CH2:5]O[CH2:3][CH2:2]1.C([N:10](CC)C(C)C)(C)C.[Cl:16][C:17]1[CH:18]=[C:19]([CH:41]=[CH:42][C:43]=1[Cl:44])[CH2:20][N:21]1[CH2:26][CH2:25][O:24][CH:23]([CH2:27][NH:28][C:29](=[O:40])OC2C=CC([N+]([O-])=O)=CC=2)[CH2:22]1>ClCCl>[Cl:16][C:17]1[CH:18]=[C:19]([CH:41]=[CH:42][C:43]=1[Cl:44])[CH2:20][N:21]1[CH2:26][CH2:25][O:24][CH:23]([CH2:27][NH:28][C:29]([N:10]2[CH2:5][CH2:6][S:1][CH2:2][CH2:3]2)=[O:40])[CH2:22]1. Reported procedure: 1,4-Thioxane (0.02 g) and N,N-diisopropylethylamine (0.04 ml) were added to a solution of Intermediate 10 (0.08 g) in dichloromethane (2 ml). The mixture was stirred at 23° C. for 16 h, and the solvent evaporated in vacuo. The residue was dissolved in dichloromethane (3 ml), and the solution shaken with polystyrene methyl isocyanate resin (Argonaut Technologies, 0.14 g, 1.45 mmol/g) for 2 h. The solution was drained from the resin, and the resin washed with dichloromethane (6 ml) and methanol (3...